Dataset: the Open Reaction Database (ORD), a public repository of structured organic reaction records. Task: describe an organic reaction: reactants, conditions, products, and yield Conditions: time 1 hour. Product: O=C1N(CCC1)C1=NC=CC=C1C(C1=CC=CS1)=O (2-(2-oxopyrrolidin-1-yl)-3-(2-thenoyl)pyridine). The solvent is C1(=CC=CC=C1)C (toluene). Procedure: In 20 ml of toluene is suspended 0.6 g of 60% sodium hydride, whereto 3 ml of 2-oxopyrrolidine is added. Under ice-cooling, 2.7 g of 2-(4-chlorobutyrylamino)-3-(2-thenoyl)pyridine is added thereto, and the mixture is stirred at room temperature for 1 hour. The mixture is poured into water, and the solvent of the toluene layer is distilled off. The residue is recrystallized from toluene-isopropyl ether to give 2-(2-oxopyrrolidin-1-yl)-3-(2-thenoyl)pyridine, m.p. 148°-150° C. Starting materials: [H-].[Na+] (sodium hydride), ClCCCC(=O)NC1=NC=CC=C1C(C1=CC=CS1)=O (2-(4-chlorobutyrylamino)-3-(2-thenoyl)pyridine), O (water), whereto, O=C1NCCC1 (2-oxopyrrolidine). RXN SMILES: [H-].[Na+].O=C1CCCN1.Cl[CH2:10][CH2:11][CH2:12][C:13]([NH:15][C:16]1[C:21]([C:22](=[O:28])[C:23]2[S:27][CH:26]=[CH:25][CH:24]=2)=[CH:20][CH:19]=[CH:18][N:17]=1)=[O:14].O>C1(C)C=CC=CC=1>[O:14]=[C:13]1[CH2:12][CH2:11][CH2:10][N:15]1[C:16]1[C:21]([C:22](=[O:28])[C:23]2[S:27][CH:26]=[CH:25][CH:24]=2)=[CH:20][CH:19]=[CH:18][N:17]=1 |f:0.1|. The reactants are C(C1=CC=CC=C1)(=O)C1=CC=C(C(=O)O)C=C1 (4-benzoyl-benzoic acid). Reagents/catalysts: [Pd] (Palladium on carbon). Run in C(C)O (ethanol), Cl(=O)(=O)(=O)O (perchloric acid). Reaction conditions: time 8 hour. Product: C(C1=CC=CC=C1)C1=CC=C(C(=O)O)C=C1 (4-benzyl-benzoic acid). Yield: 101.2%. RXN SMILES: [C:1]([C:9]1[CH:17]=[CH:16][C:12]([C:13]([OH:15])=[O:14])=[CH:11][CH:10]=1)(=O)[C:2]1[CH:7]=[CH:6][CH:5]=[CH:4][CH:3]=1>[Pd].C(O)C.Cl(O)(=O)(=O)=O>[CH2:1]([C:9]1[CH:10]=[CH:11][C:12]([C:13]([OH:15])=[O:14])=[CH:16][CH:17]=1)[C:2]1[CH:3]=[CH:4][CH:5]=[CH:6][CH:7]=1. Reported procedure: 10% Palladium on carbon (0.5 g) was added to a solution of 4-benzoyl-benzoic acid (11.31 g, 50 mmol) in ethanol (250 mL) and 70% perchloric acid (10 mL). The suspension was hydrogenated under 40 psi at room temperature for 8 hours. The catalyst was removed by filtration and the filtrate made neutral with aqueous sodium bicarbonate. Solvents were evaporated, and the residue was partitioned into ethyl acetate and dilute aqueous potassium hydroxide. The aqueous phase was acidified with hydrochloric...